This data is from the Open Reaction Database (ORD), a public repository of structured organic reaction records. The task is: describe an organic reaction: reactants, conditions, products, and yield Reactants: C(Cl)[C@@H]1CO1 ((S)-(+)-epichlorohydrin), C1(C=2C(C(N1)=O)=CC=CC2)=O (phthalimide). Product: ClCC(CN1C(C=2C(C1=O)=CC=CC2)=O)O (1-chloro-3-phthalimido-2-propanol). As a reaction SMILES: [CH2:1]([C@H:3]1[O:5][CH2:4]1)[Cl:2].[C:6]1(=[O:16])[NH:10][C:9](=[O:11])[C:8]2=[CH:12][CH:13]=[CH:14][CH:15]=[C:7]12>>[Cl:2][CH2:1][CH:3]([OH:5])[CH2:4][N:10]1[C:9](=[O:11])[C:8]2=[CH:12][CH:13]=[CH:14][CH:15]=[C:7]2[C:6]1=[O:16]. Procedure: reacting (S)-(+)-epichlorohydrin with phthalimide to form a stereoisomer of 1-chloro-3-phthalimido-2-propanol; Starting materials: IC1=C2C[C@H]3N(C[C@H](C[C@@H]3C=3C=CC=C(N1)C32)NC(N(CC)CC)=O)C (3-(2-iodo-6-methyl-8α-ergolinyl)-1,1-diethylurea), tri-m-butylamine, C(C)(=O)OCC (ethyl acetate). The reagents and catalysts are C(C)(=O)[O-].[Pd+2].C(C)(=O)[O-] (palladium(II) acetate). Run in C(C1=CC=CC=C1)O (benzyl alcohol). Run at time 2.5 hour. Product: C(C1=CC=CC=C1)OC(=O)C1=C2C[C@H]3N(C[C@H](C[C@@H]3C=3C=CC=C(N1)C32)NC(=O)N(CC)CC)C (8α-(3,3-diethylureido)-6-methylergoline-2-carboxylic acid benzyl ester). Reaction SMILES: I[C:2]1[NH:16][C:15]2[C:17]3[C:3]=1[CH2:4][C@@H:5]1[C@@H:10]([C:11]=3[CH:12]=[CH:13][CH:14]=2)[CH2:9][C@H:8]([NH:18][C:19](=[O:25])[N:20]([CH2:23][CH3:24])[CH2:21][CH3:22])[CH2:7][N:6]1[CH3:26].[C:27]([O:30][CH2:31][CH3:32])(=[O:29])C>C(O)C1C=CC=CC=1.C([O-])(=O)C.[Pd+2].C([O-])(=O)C>[CH2:31]([O:30][C:27]([C:2]1[NH:16][C:15]2[C:17]3[C:3]=1[CH2:4][C@@H:5]1[C@@H:10]([C:11]=3[CH:12]=[CH:13][CH:14]=2)[CH2:9][C@H:8]([NH:18][C:19]([N:20]([CH2:23][CH3:24])[CH2:21][CH3:22])=[O:25])[CH2:7][N:6]1[CH3:26])=[O:29])[C:32]1[CH:11]=[CH:17][CH:3]=[CH:4][CH:5]=1 |f:3.4.5|. Procedure: 300 mg (0.644 mmol) of 3-(2-iodo-6-methyl-8α-ergolinyl)-1,1-diethylurea is heated, after adding 0.169 ml (0.709 mmol) of tri-m-butylamine, in 4 ml of benzyl alcohol, combined under a carbon monoxide atmosphere with 7 mg (0.031 mmol) of palladium(II) acetate, and kept at 100°-110° C. for 2.5 hours under vigorous agitation. After cooling to room temperature, the reaction solution is diluted with ethyl acetate and extracted with saturated sodium bicarbonate solution and saturated sodium chloride so... Reactants: C(C1=CC=CC=C1)(=O)C1=CC=C(COCCNC(=O)NC2=CC=CC=C2)C=C1 (1-[4-Benzoyl-benzyloxyethyl]-3-phenyl urea), O.NN (hydrazine hydrate). The solvent is CO (methanol). Yields the product N(N)=C(C1=CC=C(COCCNC(=O)NC2=CC=CC=C2)C=C1)C1=CC=CC=C1 (1-{2-[4-(Hydrazono-phenyl-methyl)-benzyloxy]-ethyl}-3-phenyl urea). The yield is 94.8%. As a reaction SMILES: [C:1]([C:9]1[CH:28]=[CH:27][C:12]([CH2:13][O:14][CH2:15][CH2:16][NH:17][C:18]([NH:20][C:21]2[CH:26]=[CH:25][CH:24]=[CH:23][CH:22]=2)=[O:19])=[CH:11][CH:10]=1)(=O)[C:2]1[CH:7]=[CH:6][CH:5]=[CH:4][CH:3]=1.O.[NH2:30][NH2:31]>CO>[N:30](=[C:1]([C:2]1[CH:7]=[CH:6][CH:5]=[CH:4][CH:3]=1)[C:9]1[CH:28]=[CH:27][C:12]([CH2:13][O:14][CH2:15][CH2:16][NH:17][C:18]([NH:20][C:21]2[CH:26]=[CH:25][CH:24]=[CH:23][CH:22]=2)=[O:19])=[CH:11][CH:10]=1)[NH2:31] |f:1.2|. Reported procedure: A solution of (XI) (0.7 g, 1.9 mmol) in methanol (10 ml) was treated with hydrazine hydrate (1.9 g, 38 mmol). The resulting solution was heated to a gentle reflux for 16 h., cooled and concentrated in vacuo. The residue was partitioned between DCM and water and the organic layer was collected, washed with water and dried over MgSO4. Concentration in vacuo yielded (XII) (0.7 g, 99%) as a thick cloudy white oil; δH (CDCl3, 200 MHz) 3.47 (m, 2H, N(H)CH2CH2), 3.61 (m, 2H, OCH2CH2), 4.43, 4.52 (s, 2H... Reactants: N1C(CCC2=CC=CC=C12)=O (3,4-dihydro-1H-quinolin-2-one), [H-].[Na+] (NaH), oil, BrCCCCl (1-bromo-3-chloropropane), O (water). Solvent: CN(C=O)C (N,N-dimethylformamide). Reaction conditions: temperature 0 celsius, time 1 hour. Product: ClCCCN1C(CCC2=CC=CC=C12)=O (1-[3-chloropropyl]-3,4-dihydro-1H-quinolin-2-one). The yield is 79.4%. As a reaction SMILES: [H-].[Na+].[NH:3]1[C:12]2[C:7](=[CH:8][CH:9]=[CH:10][CH:11]=2)[CH2:6][CH2:5][C:4]1=[O:13].Br[CH2:15][CH2:16][CH2:17][Cl:18].O>CN(C)C=O>[Cl:18][CH2:17][CH2:16][CH2:15][N:3]1[C:12]2[C:7](=[CH:8][CH:9]=[CH:10][CH:11]=2)[CH2:6][CH2:5][C:4]1=[O:13] |f:0.1|. Procedure: A suspension of NaH in mineral oil (55-60%)(712 mg) was added to a solution of 3,4-dihydro-1H-quinolin-2-one (2.0 g, 13.6 mmol) in N,N-dimethylformamide (50 mL) at 0° C. The reaction mixture was stirred at 0° C. for 1 h. then 1-bromo-3-chloropropane (1.34 mL, 13.6 mmol) was added. The slurry was stirred for additional 16 h. at ambient temperature then water (50 mL) was added and the product was extracted with diethyl ether (2×50 mL). The organic layer was dried (Na2SO4) and concentrated in vacuo... Starting materials: N1(C[C@@H](CCC1)C(=O)OCC)C(=O)OC(C)(C)C (1-tert-butyl 3-ethyl (R)-piperidine-1,3-dicarboxylate), S(=O)(=O)([O-])[O-].[Na+].[Na+] (sodium sulfate), [H-].[Al+3].[Li+].[H-].[H-].[H-] (lithium aluminum hydride), [OH-].[Na+] (sodium hydroxide). Run in O1CCCC1 (tetrahydrofuran), O (water), O (water), O1CCCC1 (tetrahydrofuran). Conditions: time 20 minute. Yields the product OC[C@H]1CN(CCC1)C(=O)OC(C)(C)C (tert-butyl (R)-3-hydroxymethylpiperidine-1-carboxylate). The yield is 94.9%. RXN SMILES: [H-].[Al+3].[Li+].[H-].[H-].[H-].[N:7]1([C:18]([O:20][C:21]([CH3:24])([CH3:23])[CH3:22])=[O:19])[CH2:12][CH2:11][CH2:10][C@@H:9]([C:13](OCC)=[O:14])[CH2:8]1.[OH-].[Na+].S([O-])([O-])(=O)=O.[Na+].[Na+]>O1CCCC1.O>[OH:14][CH2:13][C@@H:9]1[CH2:10][CH2:11][CH2:12][N:7]([C:18]([O:20][C:21]([CH3:24])([CH3:23])[CH3:22])=[O:19])[CH2:8]1 |f:0.1.2.3.4.5,7.8,9.10.11|. Procedure details: To a suspension of lithium aluminum hydride (2.9.0 g, 76.3 mmol) in tetrahydrofuran (100 ml) was added a solution of 1-tert-butyl 3-ethyl (R)-piperidine-1,3-dicarboxylate (16.30 g, 63.6 mmol) in tetrahydrofuran (60 ml) over 20 min under ice-cooling, and the mixture was further stirred for 20 min. To the reaction mixture were successively added water (2.9 ml), 4N aqueous sodium hydroxide solution (2.9 ml), water (8.7 ml) and anhydrous sodium sulfate, and the mixture was stirred at room temperatur... Reactants: CN(C)C=C(C#N)C(C=1OC=CC1)=O (α-[(dimethylamino)methylene]-β-oxo-2-furanepropanenitrile), [N+](=O)(O)[O-].NNC(=N)N (aminoguanidine nitrate), [OH-].[Na+] (sodium hydroxide). Solvent: C(C)O (ethanol). The product is NC1=NNC=C1C(=O)C=1OC=CC1 ((3-Amino-1H-pyrazol-4-yl)(2-furanyl)methanone). Isolated yield 96.1%. RXN SMILES: C[N:2]([CH:4]=[C:5]([C:8](=[O:14])[C:9]1[O:10][CH:11]=[CH:12][CH:13]=1)[C:6]#[N:7])C.[N+:15]([O-])(O)=O.NNC(N)=N.[OH-].[Na+]>C(O)C>[NH2:2][C:4]1[C:5]([C:8]([C:9]2[O:10][CH:11]=[CH:12][CH:13]=2)=[O:14])=[CH:6][NH:7][N:15]=1 |f:1.2,3.4|. Reported procedure: A reaction mixture comprising 19.0 g of α-[(dimethylamino)methylene]-β-oxo-2-furanepropanenitrile, 16.1 g of aminoguanidine nitrate, 250 ml of ethanol and 11.0 ml of 10N sodium hydroxide was refluxed for 6 hours and then evaporated to dryness. Water was added to the crude residue and the precipitated solid was collected, giving 17.0 g of the desired product, mp 153°-155° C. The reactants are C(N)(O[C@@H](C(=S)N)C(C1=CNC2=CC=CC=C12)C(C)(C)C)=O ((R)-tert-butyl-1-amino-3-(1H-Indol-3-yl)-1-thioxopropan-2-yl carbamate), C(O)([O-])=O.[K+] (potassium hydrogencarbonate), ClCC(C)=O (chloroacetone). The solvent is C(OC)COC (dimethoxyethane). Reaction conditions: temperature 45 celsius, time 8 hour. The product is C(N)(O[C@H](C(C1=CNC2=CC=CC=C12)C(C)(C)C)C=1SCC(N1)(C)O)=O (tert-butyl-(1R)-1-(4-hydroxy-4-methyl-4,5-dihydrothiazol-2-yl)-2-(1H-indol-3-yl)ethyl carbamate). Reaction SMILES: [C:1](=[O:22])([O:3][C@H:4]([CH:8]([C:18]([CH3:21])([CH3:20])[CH3:19])[C:9]1[C:17]2[C:12](=[CH:13][CH:14]=[CH:15][CH:16]=2)[NH:11][CH:10]=1)[C:5]([NH2:7])=[S:6])[NH2:2].C(=O)([O-])O.[K+].Cl[CH2:29][C:30](=[O:32])[CH3:31]>C(COC)OC>[C:1](=[O:22])([O:3][C@@H:4]([C:5]1[S:6][CH2:29][C:30]([OH:32])([CH3:31])[N:7]=1)[CH:8]([C:18]([CH3:19])([CH3:21])[CH3:20])[C:9]1[C:17]2[C:12](=[CH:13][CH:14]=[CH:15][CH:16]=2)[NH:11][CH:10]=1)[NH2:2] |f:1.2|. Procedure: A solution of (R)-tert-butyl-1-amino-3-(1H-Indol-3-yl)-1-thioxopropan-2-yl carbamate (6.49 g, 20.3 mmol) in anhydrous dimethoxyethane (100 mL) was mixed with powdered potassium hydrogencarbonate (10.1 g, 101 mmol) and chloroacetone (9.69 g, 8.4 mL, 101 mmol) and stirred for 8 h at 70° C. and over the weekend at 45° C. The reaction mixture was then filtered and the filtrate concentrated to low volume in a vacuum.